describe an organic reaction: reactants, conditions, products, and yield From a dataset of the Open Reaction Database (ORD), a public repository of structured organic reaction records. Starting materials: C(C1=CC=CC=C1)(=O)S[C@H](C(=O)O)CCCN1C(C2=CC=CC=C2C1=O)=O ((S)-2-Benzoylsulfanyl-5-(1,3-dioxo-1,3-dihydroisoindol-2-yl)pentanoic acid), CC([C@@H](C(NC)=O)NC([C@H](CC(C)C)N)=O)(C)C ((S)-2-amino-4-methylpentanoic acid (2,2-dimethyl-1-(S)-methylcarbamoylpropyl)amide). Solvent: C(C)(=O)OCC (ethyl acetate), O (water). Reaction conditions: time 10 minute. Yields the product CC([C@@H](C(NC)=O)NC([C@H](CC(C)C)NC[C@H](CCCN1C(C2=CC=CC=C2C1=O)=O)SC(C1=CC=CC=C1)=O)=O)(C)C ((S)-2-[(S)-2-benzoylsulfanyl-5-(1,3-dioxo-1,3-dihydroisoindol-2-yl)pentanylamino]-4-methylpentanoic acid (2,2-dimethyl-1(S)-methylcarbamoylpropyl)amide). RXN SMILES: [C:1]([S:9][C@@H:10]([CH2:14][CH2:15][CH2:16][N:17]1[C:25](=[O:26])[C:24]2[C:19](=[CH:20][CH:21]=[CH:22][CH:23]=2)[C:18]1=[O:27])[C:11](O)=O)(=[O:8])[C:2]1[CH:7]=[CH:6][CH:5]=[CH:4][CH:3]=1.[CH3:28][C:29]([CH3:45])([CH3:44])[C@H:30]([NH:35][C:36](=[O:43])[C@@H:37]([NH2:42])[CH2:38][CH:39]([CH3:41])[CH3:40])[C:31](=[O:34])[NH:32][CH3:33]>C(OCC)(=O)C.O>[CH3:45][C:29]([CH3:28])([CH3:44])[C@H:30]([NH:35][C:36](=[O:43])[C@@H:37]([NH:42][CH2:11][C@@H:10]([S:9][C:1](=[O:8])[C:2]1[CH:7]=[CH:6][CH:5]=[CH:4][CH:3]=1)[CH2:14][CH2:15][CH2:16][N:17]1[C:25](=[O:26])[C:24]2[C:19](=[CH:20][CH:21]=[CH:22][CH:23]=2)[C:18]1=[O:27])[CH2:38][CH:39]([CH3:41])[CH3:40])[C:31](=[O:34])[NH:32][CH3:33]. Reported procedure: (S)-2-Benzoylsulfanyl-5-(1,3-dioxo-1,3-dihydroisoindol-2-yl)pentanoic acid (62.6 g, 0.163 mol) and (S)-2-amino-4-methylpentanoic acid (2,2-dimethyl-1-(S)-methylcarbamoylpropyl)amide (40 g, 0.155 mol) were dissolved in a biphasic mixture of ethyl acetate (480 mL) and water (240 mL) at 45° C. and stirred to equilibrate for 10 min. An HPLC reference sample was removed for t=0. The PeptiCLEC-TR enzyme (40 mL) is added to the reaction and the reaction is stirred at 45° C. Samples are removed at regul... Reactants: Example 1 ( b ), Br.ClC1=C(C=C(C=C1)C1(N(C(SC1)=NC1=C(C(=CC=C1)C)C)C)O)S(N(C)C)(=O)=O (4-(4-chloro-3-dimethylsulfamoylphenyl)-3-methyl-2-(2,3-dimethylphenyl-imino)thiazolidin-4-ol hydrobromide). Solvent: C(C)(=O)O (acetic acid). Product: Br.ClC1=C(C=C(C=C1)C=1N(C(SC1)=NC1=C(C(=CC=C1)C)C)C)S(N(C)C)(=O)=O (4-(4-Chloro-3-dimethylsulfamoylphenyl)-3-methyl-2-(2,3-dimethylphenyl-imino)-4-thiazoline hydrobromide). As a reaction SMILES: [BrH:1].[Cl:2][C:3]1[CH:8]=[CH:7][C:6]([C:9]2(O)[CH2:13][S:12][C:11](=[N:14][C:15]3[CH:20]=[CH:19][CH:18]=[C:17]([CH3:21])[C:16]=3[CH3:22])[N:10]2[CH3:23])=[CH:5][C:4]=1[S:25](=[O:30])(=[O:29])[N:26]([CH3:28])[CH3:27]>C(O)(=O)C>[BrH:1].[Cl:2][C:3]1[CH:8]=[CH:7][C:6]([C:9]2[N:10]([CH3:23])[C:11](=[N:14][C:15]3[CH:20]=[CH:19][CH:18]=[C:17]([CH3:21])[C:16]=3[CH3:22])[S:12][CH:13]=2)=[CH:5][C:4]=1[S:25](=[O:30])(=[O:29])[N:26]([CH3:28])[CH3:27] |f:0.1,3.4|. Procedure: Obtained by a procedure analogous to that indicated in Example 1 (b), from 4-(4-chloro-3-dimethylsulfamoylphenyl)-3-methyl-2-(2,3-dimethylphenyl-imino)thiazolidin-4-ol hydrobromide, by boiling in glacial acetic acid for 2 hours and filtering off the crystals at room temperature. Colorless crystals from glacial acetic acid; melting point 256° C. (with decomposition). The reactants are O (H2O), BrC=1C=CC=2C=C(C3=CC(=CC=C3C2C1)C)C(=O)O (3-Bromo-7-methyl-phenanthrene-9-carboxylic acid). The reagents and catalysts are C(=O)([O-])[O-].O.O.[Cu].[Cu+2] (CuCO3.Cu(OH)2). Solvent: C1(=CC=CC=C1)C.C(Cl)Cl (PhCH3 CH2Cl2), N1=CC=CC2=CC=CC=C12 (quinoline). Run at time 10 minute. Product: BrC=1C=CC=2C=CC3=CC(=CC=C3C2C1)C (3-Bromo-7-methyl-phenanthrene). Yield: 103.1%. RXN SMILES: [Br:1][C:2]1[CH:3]=[CH:4][C:5]2[CH:6]=[C:7](C(O)=O)[C:8]3[C:13]([C:14]=2[CH:15]=1)=[CH:12][CH:11]=[C:10]([CH3:16])[CH:9]=3.O>N1C2C(=CC=CC=2)C=CC=1.C1(C)C=CC=CC=1.C(Cl)Cl.C([O-])([O-])=O.O.O.[Cu].[Cu+2]>[Br:1][C:2]1[CH:3]=[CH:4][C:5]2[CH:6]=[CH:7][C:8]3[C:13]([C:14]=2[CH:15]=1)=[CH:12][CH:11]=[C:10]([CH3:16])[CH:9]=3 |f:3.4,5.6.7.8.9|. Procedure: A stirred mixture of 3-Bromo-7-methyl-phenanthrene-9-carboxylic acid (5.50 g, 17.5 mmol) and CuCO3.Cu(OH)2.H2O (1.5 g) in 50 ml of quinoline was rapidly heated to 210° C. Gas evolution was observed and the mixture became extremely dark. After 10 min the mixture was allowed to cool to room temperature and was diluted with PhCH3 --CH2Cl2 (9:1) and filtered. The filtrate was washed with 1N HCl (2×) and brine. Drying (Na2SO4) and evaporation gave 4.89 g of a brown oil which was flash chromatographed... Reactants: ClC1=C(C(=O)NC2=CC(=NN2C2=CC=CC=C2)C#N)C=C(C=C1)B1OC(C(O1)(C)C)(C)C (2-chloro-N-(3-cyano-1-phenyl-1H-pyrazol-5-yl)-5-(4,4,5,5-tetramethyl-1,3,2-dioxaborolan-2-yl)benzamide), FC=1C(=NC=CC1)I (3-fluoro-2-iodopyridine), C(=O)([O-])[O-].[K+].[K+] (K2CO3), O (water). Reagents/catalysts: C1=CC=C(C=C1)P([C-]2C=CC=C2)C3=CC=CC=C3.C1=CC=C(C=C1)P([C-]2C=CC=C2)C3=CC=CC=C3.Cl[Pd]Cl.[Fe+2] (Pd(dppf)Cl2). The solvent is O1CCOCC1 (dioxane). Conditions: temperature 100 celsius. The product is ClC1=C(C(=O)NC2=CC(=NN2C2=CC=CC=C2)C#N)C=C(C=C1)C1=NC=CC=C1F (2-chloro-N-(3-cyano-1-phenyl-1H-pyrazol-5-yl)-5-(3-fluoropyridin-2-yl)benzamide). Yield: 48.8%. Reaction SMILES: [Cl:1][C:2]1[CH:23]=[CH:22][C:21](B2OC(C)(C)C(C)(C)O2)=[CH:20][C:3]=1[C:4]([NH:6][C:7]1[N:11]([C:12]2[CH:17]=[CH:16][CH:15]=[CH:14][CH:13]=2)[N:10]=[C:9]([C:18]#[N:19])[CH:8]=1)=[O:5].[F:33][C:34]1[C:35](I)=[N:36][CH:37]=[CH:38][CH:39]=1.C([O-])([O-])=O.[K+].[K+].O>O1CCOCC1.C1C=CC(P(C2C=CC=CC=2)[C-]2C=CC=C2)=CC=1.C1C=CC(P(C2C=CC=CC=2)[C-]2C=CC=C2)=CC=1.Cl[Pd]Cl.[Fe+2]>[Cl:1][C:2]1[CH:23]=[CH:22][C:21]([C:35]2[C:34]([F:33])=[CH:39][CH:38]=[CH:37][N:36]=2)=[CH:20][C:3]=1[C:4]([NH:6][C:7]1[N:11]([C:12]2[CH:13]=[CH:14][CH:15]=[CH:16][CH:17]=2)[N:10]=[C:9]([C:18]#[N:19])[CH:8]=1)=[O:5] |f:2.3.4,7.8.9.10|. Reported procedure: To a degassed solution of 2-chloro-N-(3-cyano-1-phenyl-1H-pyrazol-5-yl)-5-(4,4,5,5-tetramethyl-1,3,2-dioxaborolan-2-yl)benzamide (Preparation 7, 223 mg, 0.49 mmol) in dioxane (2 mL) was added 3-fluoro-2-iodopyridine (167 mg, 0.75 mmol), Pd(dppf)Cl2 (36 mg, 0.049 mmol), K2CO3 (206 mg, 1.49 mmol) and water (1 mL). The reaction was heated at 100° C. for 18 hours before cooling and concentrating in vacuo. The residue was suspended in DCM (20 mL) and filtered through a pad of celite. The filtrate was... Reactants: O1C(=CC=C1)C(=O)OC (methyl 2-furoate), ClC1=CC=CC=C1 (chlorobenzene), [Al+3].[Cl-].[Cl-].[Cl-] (AlCl3). Solvent: CCOCC (ether). Conditions: time 16 hour. Product: COC(=O)C1=CC=CC2=CC=C(C=C12)Cl (7-Chloro-naphthalene-1-carboxylic acid methyl ester). As a reaction SMILES: O1[CH:5]=[CH:4][CH:3]=[C:2]1[C:6]([O:8][CH3:9])=[O:7].[Cl:10][C:11]1[CH:16]=[CH:15][CH:14]=[CH:13][CH:12]=1.[Al+3].[Cl-].[Cl-].[Cl-]>CCOCC>[CH3:9][O:8][C:6]([C:2]1[C:15]2[C:14](=[CH:13][CH:12]=[C:11]([Cl:10])[CH:16]=2)[CH:5]=[CH:4][CH:3]=1)=[O:7] |f:2.3.4.5|. Procedure: A mixture of 50 ml of methyl 2-furoate and 400 ml of chlorobenzene is stirred at 0° for 30 minutes, at RT for 1.5 hours and at 100° for 16 hours. 121 g of anhydrous AlCl3 are added by portion at 0°. The solution obtained is cooled, poured in an ice-bath and stirred for 30 minutes before extraction of the aq. phase with ether. The organic phase obtained is washed with aq. 10% NaHCO3 solution and brine, dried and solvent is evaporated. The residue obtained is purified by flash chromatography on si... Starting materials: N(N)C(=O)[C@H](OCC1=CC=CC=C1)[C@H](OCC1=CC=CC=C1)[C@H](O)COCC1=CC=CC=C1 (1-hydrazino-2,3,5-tri-O-benzyl-D-ribose), [N+](=O)([O-])C1=CC=C(C=O)C=C1 (p-nitrobenzaldehyde). Solvent: CO (methanol). Conditions: time 5 minute. Yields the product C(C1=CC=CC=C1)O[C@H]1C(O[C@@H]([C@H]1OCC1=CC=CC=C1)COCC1=CC=CC=C1)NN=CC1=CC=C(C=C1)[N+](=O)[O-] (1-(2,3,5-tri-O-benzyl-D-ribofuranosyl)-2-(p-nitro-benzylidene) hydrazine). RXN SMILES: [NH:1]([C:3]([C@@H:5]([C@@H:14]([C@@H:23]([CH2:25][O:26][CH2:27][C:28]1[CH:33]=[CH:32][CH:31]=[CH:30][CH:29]=1)O)[O:15][CH2:16][C:17]1[CH:22]=[CH:21][CH:20]=[CH:19][CH:18]=1)[O:6][CH2:7][C:8]1[CH:13]=[CH:12][CH:11]=[CH:10][CH:9]=1)=[O:4])[NH2:2].[N+:34]([C:37]1[CH:44]=[CH:43][C:40]([CH:41]=O)=[CH:39][CH:38]=1)([O-:36])=[O:35]>CO>[CH2:7]([O:6][C@@H:5]1[C@H:14]([O:15][CH2:16][C:17]2[CH:22]=[CH:21][CH:20]=[CH:19][CH:18]=2)[C@@H:23]([CH2:25][O:26][CH2:27][C:28]2[CH:29]=[CH:30][CH:31]=[CH:32][CH:33]=2)[O:4][CH:3]1[NH:1][N:2]=[CH:41][C:40]1[CH:43]=[CH:44][C:37]([N+:34]([O-:36])=[O:35])=[CH:38][CH:39]=1)[C:8]1[CH:13]=[CH:12][CH:11]=[CH:10][CH:9]=1. Procedure details: 2.4 g (5.55 mmoles) of 1-hydrazino-2,3,5-tri-O-benzyl-D-ribose are dissolved in 10 ml of absolute methanol. 0.84 g (5.55 mmoles) of p-nitrobenzaldehyde (dissolved in 8 ml of absolute methanol) are added to the solution. Stirring is carried out at room temperature and after approximately 5 minutes a yellow flaky precipitate appears. After 24 hours the precipitate is drawn off by suction and dried. Yield: 2.4 g (76 %). Melting point: 93° C. (from methanol).